From a dataset of the Open Reaction Database (ORD), a public repository of structured organic reaction records. describe an organic reaction: reactants, conditions, products, and yield Reactants: C(=O)(Cl)Cl (carbonyl chloride), FC1=C(C(=CC(=C1)F)F)CO (2,4,6-trifluorophenylmethyl alcohol), N1=CC=CC=C1 (pyridine), ClC(=C[C@H]1C([C@H]1C(=O)Cl)(C)C)C(F)(F)F (cis-3-(2-chloro-3,3,3-trifluoro-1-propenyl)-2,2-dimethylcyclopropanecarbonyl chloride). The solvent is C1(=CC=CC=C1)C (toluene). Run at time 16 hour. Yields the product ClC(=C[C@H]1C([C@H]1C(=O)OCC1=C(C=C(C=C1F)F)F)(C)C)C(F)(F)F (2,4,6-trifluorophenylmethyl cis-3-(2-chloro-3,3,3-trifluoro-1-propenyl)-2,2-dimethylcyclopropanecarboxylate). The yield is 11.5%. RXN SMILES: [F:1][C:2]1[CH:7]=[C:6]([F:8])[CH:5]=[C:4]([F:9])[C:3]=1[CH2:10][OH:11].N1C=CC=CC=1.[Cl:18][C:19]([C:29]([F:32])([F:31])[F:30])=[CH:20][C@@H:21]1[C@H:23]([C:24](Cl)=[O:25])[C:22]1([CH3:28])[CH3:27].C(Cl)(Cl)=O>C1(C)C=CC=CC=1>[Cl:18][C:19]([C:29]([F:30])([F:31])[F:32])=[CH:20][C@@H:21]1[C@H:23]([C:24]([O:11][CH2:10][C:3]2[C:2]([F:1])=[CH:7][C:6]([F:8])=[CH:5][C:4]=2[F:9])=[O:25])[C:22]1([CH3:28])[CH3:27]. Procedure details: A stirred solution of 1.5 grams (0.009 mole) of 2,4,6-trifluorophenylmethyl alcohol and 0.8 gram (0.01 mole) of pyridine in 30 ml of toluene was warmed to 50° and 2.4 grams (0.009 mole) of cis-3-(2-chloro-3,3,3-trifluoro-1-propenyl)-2,2-dimethylcyclopropanecarbonyl chloride was added. The addition caused a solid precipitate to form in the reaction mixture. Upon completion of the addition of the carbonyl chloride, the reaction mixture was heated under reflux for two hours, then allowed to cool to... Reactants: C([O-])([O-])=O.[Na+].[Na+] (sodium carbonate), [N+](=O)([O-])C=1C=C(C(=NC1)N)N (5-nitropyridine-2,3-diamine), ClC1=C(C(=O)O)C=C(C=C1)NC(=O)C=1OC=CC1 (2-chloro-5-(furan-2-amido)benzoic acid), water ice. Reaction conditions: temperature 130 celsius, time 8 hour. Product: ClC1=C(C=C(C=C1)NC(=O)C=1OC=CC1)C=1NC=2C(=NC=C(C2)[N+](=O)[O-])N1 (N-(4-chloro-3-[6-nitro-1H-imidazo[4,5-b]pyridin-2-yl]phenyl)furan-2-carboxamide). Yield: 26.1%. As a reaction SMILES: [N+:1]([C:4]1[CH:5]=[C:6]([NH2:11])[C:7]([NH2:10])=[N:8][CH:9]=1)([O-:3])=[O:2].[Cl:12][C:13]1[CH:21]=[CH:20][C:19]([NH:22][C:23]([C:25]2[O:26][CH:27]=[CH:28][CH:29]=2)=[O:24])=[CH:18][C:14]=1[C:15](O)=O.C(=O)([O-])[O-].[Na+].[Na+]>>[Cl:12][C:13]1[CH:21]=[CH:20][C:19]([NH:22][C:23]([C:25]2[O:26][CH:27]=[CH:28][CH:29]=2)=[O:24])=[CH:18][C:14]=1[C:15]1[NH:11][C:6]2[C:7]([N:10]=1)=[N:8][CH:9]=[C:4]([N+:1]([O-:3])=[O:2])[CH:5]=2 |f:2.3.4|. Procedure: A mixture of 5-nitropyridine-2,3-diamine (1-2) (6 g, 38.93 mmol, 1.00 equiv) and 2-chloro-5-(furan-2-amido)benzoic acid (I-3) (10.4 g, 39.15 mmol, 1.00 equiv) in PPA (100 mL) was stirred overnight at 130° C. The reaction was then poured into water/ice and the pH value of the mixture was adjusted to 9 with sodium carbonate. The solids were collected by filtration and applied onto a silica gel column with ethyl acetate/petroleum ether (31) to give 3.9 g (26%) of N-(4-chloro-3-[6-nitro-1H-imidazo[4... The reactants are C[S+](C)(C)=O, CON(C)C(=O)C=Cc1ccccc1F, [H-], [I-], [Na+], CN(C)C=O. Product: CON(C)C(=O)C1CC1c1ccccc1F. As a reaction SMILES: [CH3:4][S+:5]([CH3:6])([CH3:7])=[O:8].[F:9][c:10]1[c:11]([CH:16]=[CH:17][C:18](=[O:19])[N:20]([CH3:21])[O:22][CH3:23])[cH:12][cH:13][cH:14][cH:15]1.[H-:2].[I-:3].[Na+:1].[O:24]=[CH:25][N:26]([CH3:27])[CH3:28]>>[CH2:4]1[CH:16]([c:11]2[c:10]([F:9])[cH:15][cH:14][cH:13][cH:12]2)[CH:17]1[C:18](=[O:19])[N:20]([CH3:21])[O:22][CH3:23]. Starting materials: C(C)N(CC)S(F)(F)F (diethylaminosulphur trifluoride), FC1=C(C(=CC(=C1)CCC)F)C1CCC(CC1)=O (4-(2,6-difluoro-4-propylphenyl)cyclohexanone). Run in C(OC)COC (dimethoxyethane), FC(S(=O)(=O)O)(F)F (trifluoromethanesulphonic acid). The product is FC1=CCC(CC1)C1=C(C=C(C=C1F)CCC)F (1-fluoro-4-(2,6-difluoro-4-propylphenyl)cyclohex-1-ene). Reaction SMILES: C(N(S(F)(F)[F:7])CC)C.[F:10][C:11]1[CH:16]=[C:15]([CH2:17][CH2:18][CH3:19])[CH:14]=[C:13]([F:20])[C:12]=1[CH:21]1[CH2:26][CH2:25][C:24](=O)[CH2:23][CH2:22]1>C(COC)OC.FC(F)(F)S(O)(=O)=O>[F:7][C:24]1[CH2:25][CH2:26][CH:21]([C:12]2[C:11]([F:10])=[CH:16][C:15]([CH2:17][CH2:18][CH3:19])=[CH:14][C:13]=2[F:20])[CH2:22][CH:23]=1. Procedure details: 535 ml of diethylaminosulphur trifluoride (DAST) were added dropwise in 3 portions over 60 hours to a solution of 0.63 g of 4-(2,6-difluoro-4-propylphenyl)cyclohexanone in 15 ml of dimethoxyethane and 50 ml of trifluoromethanesulphonic acid. The reaction solution was subsequently partitioned between sodium carbonate solution and ether. The organic phase was washed twice with water and the aqueous phases were individually extracted twice with ether. The organic phases were combined, dried over ma... The reactants are ClC=1C=CC(=C(CN2C3=C(NCC2)N=CC(=C3)C3=CC=C(C(=O)O)C=C3)C1)C(F)(F)F (4-{1-[5-chloro-2-(trifluoromethyl)benzyl]-1,2,3,4-tetrahydropyrido[2,3-b]pyrazin-7-yl}benzoic acid), NC1CCN(CC1)CC1=CC=CC=C1 (4-amino-1-benzylpiperidine). Product: C(C1=CC=CC=C1)N1CCC(CC1)NC(C1=CC=C(C=C1)C1=CC2=C(NCCN2CC2=C(C=CC(=C2)Cl)C(F)(F)F)N=C1)=O (N-(1-Benzylpiperidin-4-yl)-4-{1-[5-chloro-2-(trifluoromethyl)benzyl]-1,2,3,4-tetrahydropyrido[2,3-b]pyrazin-7-yl}benzamide). RXN SMILES: [Cl:1][C:2]1[CH:3]=[CH:4][C:5]([C:28]([F:31])([F:30])[F:29])=[C:6]([CH:27]=1)[CH2:7][N:8]1[CH2:13][CH2:12][NH:11][C:10]2[N:14]=[CH:15][C:16]([C:18]3[CH:26]=[CH:25][C:21]([C:22]([OH:24])=O)=[CH:20][CH:19]=3)=[CH:17][C:9]1=2.[NH2:32][CH:33]1[CH2:38][CH2:37][N:36]([CH2:39][C:40]2[CH:45]=[CH:44][CH:43]=[CH:42][CH:41]=2)[CH2:35][CH2:34]1>>[CH2:39]([N:36]1[CH2:37][CH2:38][CH:33]([NH:32][C:22](=[O:24])[C:21]2[CH:25]=[CH:26][C:18]([C:16]3[CH:15]=[N:14][C:10]4[NH:11][CH2:12][CH2:13][N:8]([CH2:7][C:6]5[CH:27]=[C:2]([Cl:1])[CH:3]=[CH:4][C:5]=5[C:28]([F:31])([F:30])[F:29])[C:9]=4[CH:17]=3)=[CH:19][CH:20]=2)[CH2:34][CH2:35]1)[C:40]1[CH:41]=[CH:42][CH:43]=[CH:44][CH:45]=1. Reported procedure: 4-{1-[5-chloro-2-(trifluoromethyl)benzyl]-1,2,3,4-tetrahydropyrido[2,3-b]pyrazin-7-yl}benzoic acid was reacted with 4-amino-1-benzylpiperidine as in General Procedure 10 to give the title compound. LCMS: m/z=619.99 (M+H+); retention time=0.61 minutes. Reactants: [Si](C)(C)(C(C)(C)C)O[C@@H]1[C@@H](C[C@H](C1)N1C=CC2=C1N=CN=C2N[C@H]2CCC1=CC=CC=C21)CO (((1S,2S,4R)-2-[tert-butyl(dimethyl)silyl]oxy-4-{4-[(1S)-2,3-dihydro-1H-inden-1-ylamino]-7H-pyrrolo[2,3-d]pyrimidin-7-yl}cyclopentyl)methanol), C(=O)(OC(C)(C)C)NS(=O)=O (N-Boc-sulfonamide), C1(=CC=CC=C1)P(C1=CC=CC=C1)C1=CC=CC=C1 (triphenylphosphine), C(C)(=O)OCC (ethyl acetate), N(=NC(=O)OCC)C(=O)OCC (Diethyl azodicarboxylate). Reaction conditions: temperature 50 celsius, time 30 minute. Product: C(C)(C)(C)OC(N(C[C@H]1[C@H](C[C@@H](C1)N1C=CC2=C1N=CN=C2N[C@H]2CCC1=CC=CC=C21)O[Si](C)(C)C(C)(C)C)S(=O)(=O)N)=O (tert-butyl(aminosulfonyl)[((1S,2S,4R)-2-[tert-butyl(dimethyl)silyl]oxy-4-{4-[(1S)-2,3-dihydro-1H-inden-1-ylamino]-7H-pyrrolo[2,3-d]pyrimidin-7-yl}cyclopentyl)methyl]carbamate). RXN SMILES: [Si:1]([O:8][C@H:9]1[CH2:13][C@H:12]([N:14]2[C:18]3[N:19]=[CH:20][N:21]=[C:22]([NH:23][C@@H:24]4[C:32]5[C:27](=[CH:28][CH:29]=[CH:30][CH:31]=5)[CH2:26][CH2:25]4)[C:17]=3[CH:16]=[CH:15]2)[CH2:11][C@H:10]1[CH2:33]O)([C:4]([CH3:7])([CH3:6])[CH3:5])([CH3:3])[CH3:2].[C:35]([NH:42][SH:43](=[O:45])=[O:44])([O:37][C:38]([CH3:41])([CH3:40])[CH3:39])=[O:36].C1(P(C2C=CC=CC=2)C2C=CC=CC=2)C=CC=CC=1.C(OCC)(=O)C.[N:71](C(OCC)=O)=NC(OCC)=O>>[C:38]([O:37][C:35](=[O:36])[N:42]([S:43]([NH2:71])(=[O:44])=[O:45])[CH2:33][C@@H:10]1[CH2:11][C@@H:12]([N:14]2[C:18]3[N:19]=[CH:20][N:21]=[C:22]([NH:23][C@@H:24]4[C:32]5[C:27](=[CH:28][CH:29]=[CH:30][CH:31]=5)[CH2:26][CH2:25]4)[C:17]=3[CH:16]=[CH:15]2)[CH2:13][C@@H:9]1[O:8][Si:1]([C:4]([CH3:5])([CH3:6])[CH3:7])([CH3:2])[CH3:3])([CH3:41])([CH3:40])[CH3:39]. Procedure details: ((1S,2S,4R)-2-[tert-butyl(dimethyl)silyl]oxy-4-{4-[(1S)-2,3-dihydro-1H-inden-1-ylamino]-7H-pyrrolo[2,3-d]pyrimidin-7-yl}cyclopentyl)methanol (700.0 mg, 0.001462 mol), N-Boc-sulfonamide (398 mg, 0.00203 mol) and triphenylphosphine (575 mg, 0.00219 mol) were dissolved in ethyl acetate (28 mL, 0.28 mol) at 50° C. under an atmosphere of nitrogen. Diethyl azodicarboxylate (350.0 μL, 0.002223 mol) was added over 2-3 min and the mixture was stirred at 50° C. for 30 minutes. The cooled mixture was evapo...